This data is from the Open Reaction Database (ORD), a public repository of structured organic reaction records. The task is: describe an organic reaction: reactants, conditions, products, and yield The reactants are Br.BrCC(=O)C1=NC=CC(=C1C)C (2-Bromoacetyl-3,4-dimethylpyridine hydrobromide), BrCC(=O)C1=NC=CC(=C1)CC (2-bromoacetyl-4-ethylpyridine). Product: BrCC(=O)C1=NC=CC(=C1C)C (2-Bromoacetyl-3,4-dimethylpyridine). As a reaction SMILES: Br.[Br:2][CH2:3][C:4]([C:6]1[C:11]([CH3:12])=[C:10]([CH3:13])[CH:9]=[CH:8][N:7]=1)=[O:5].BrCC(C1C=C(CC)C=CN=1)=O>>[Br:2][CH2:3][C:4]([C:6]1[C:11]([CH3:12])=[C:10]([CH3:13])[CH:9]=[CH:8][N:7]=1)=[O:5] |f:0.1|. Reported procedure: * 2-Bromoacetyl-3,4-dimethylpyridine was prepared from 2-acetyl-4,5-dimethylpyridine (Preparation is described in Example 99) according to the procedure for preparing 2-bromoacetyl-4-ethylpyridine described in Example 57. Reactants: NC1=C(C(=O)OC)C=C(C(=C1)[N+](=O)[O-])F (methyl 2-amino-5-fluoro-4-nitro-benzoate), N (ammonia). Solvent: CO (methanol). Conditions: time 8 hour. The product is NC1=C(C(=O)N)C=C(C(=C1)[N+](=O)[O-])F (2-amino-5-fluoro-4-nitro-benzamide). Isolated yield 85.0%. Reaction SMILES: [NH2:1][C:2]1[CH:11]=[C:10]([N+:12]([O-:14])=[O:13])[C:9]([F:15])=[CH:8][C:3]=1[C:4](OC)=[O:5].[NH3:16]>CO>[NH2:1][C:2]1[CH:11]=[C:10]([N+:12]([O-:14])=[O:13])[C:9]([F:15])=[CH:8][C:3]=1[C:4]([NH2:16])=[O:5]. Reported procedure: 4.0 g (18.7 mmol) of methyl 2-amino-5-fluoro-4-nitro-benzoate were dissolved in 250 ml of methanol and saturated with ammonia at -40° C. Subsequently, the mixture was stirred at room temperature overnight. The solution was concentrated and ther residue was triturated with methylene chloride. The precipitate was filtered off under suction and dried. 3.17 g (85%) of 2-amino-5-fluoro-4-nitro-benzamide were obtained as yellow crystals; Starting materials: [Si](C)(C)(C(C)(C)C)Cl (tert-Butyldimethylsilylchloride), S1C(=CC=C1)CCO (2-(thiophen-2-yl)ethanol), N1C=NC=C1 (imidazole), CN(C)C=O (DMF). Conditions: temperature 20 celsius, time 18 hour. Yields the product [Si](C)(C)(C(C)(C)C)OCCC1=CC=C(S1)C=O (5-(2-(tert-Butyldimethylsilyloxy)ethyl)thiophene-2-carbaldehyde). As a reaction SMILES: [Si:1](Cl)([C:4]([CH3:7])([CH3:6])[CH3:5])([CH3:3])[CH3:2].[S:9]1[CH:13]=[CH:12][CH:11]=[C:10]1[CH2:14][CH2:15][OH:16].N1C=CN=C1.CN([CH:25]=[O:26])C>>[Si:1]([O:16][CH2:15][CH2:14][C:10]1[S:9][C:13]([CH:25]=[O:26])=[CH:12][CH:11]=1)([C:4]([CH3:7])([CH3:6])[CH3:5])([CH3:3])[CH3:2]. Procedure details: tert-Butyldimethylsilylchloride (2.82 g) was added portionwise to a stirred solution of 2-(thiophen-2-yl)ethanol (2 g) and imidazole (1.275 g) in DMF (20 mL) at 20° C. over a period of 20 minutes. The mixture was stirred at 20° C. for 18 hours and then partitioned between ethyl acetate and water, the organic layer was washed with water, dried over sodium sulphate, filtered and the solvent evaporated under reduced pressure. The residue was purified by flash silica chromatography, elution gradient... Reactants: CO, Cc1ccccc1, COC(=O)CC(O)CC(O)CCc1c(Cl)cc(Cl)c2ccc(Cl)cc12, [K+], [OH-], O. Product: O=C1CC(O)CC(CCc2c(Cl)cc(Cl)c3ccc(Cl)cc23)O1. Reaction SMILES: [CH3:29][OH:30].[CH3:31][c:32]1[cH:33][cH:34][cH:35][cH:36][cH:37]1.[Cl:3][c:4]1[c:5]([CH2:16][CH2:17][CH:18]([CH2:19][CH:20]([CH2:21][C:22](=[O:23])[O:24][CH3:27])[OH:26])[OH:25])[c:6]2[cH:7][c:8]([Cl:15])[cH:9][cH:10][c:11]2[c:12]([Cl:14])[cH:13]1.[K+:2].[OH-:1].[OH2:28]>>[Cl:3][c:4]1[c:5]([CH2:16][CH2:17][CH:18]2[CH2:19][CH:20]([OH:26])[CH2:21][C:22](=[O:23])[O:24]2)[c:6]2[cH:7][c:8]([Cl:15])[cH:9][cH:10][c:11]2[c:12]([Cl:14])[cH:13]1. Starting materials: Cc1ccc(S(=O)(=O)N(CC(C)C)C(CCCCN)C(=O)O)cc1, O=C(O)C=Cc1ccc(O)cc1. The product is Cc1ccc(S(=O)(=O)N(CC(C)C)C(CCCCNC(=O)C=Cc2ccc(O)cc2)C(=O)O)cc1. Reaction SMILES: [CH2:1]([CH:2]([CH3:3])[CH3:4])[N:5]([CH:6]([CH2:7][CH2:8][CH2:9][CH2:10][NH2:11])[C:12](=[O:13])[OH:14])[S:15](=[O:16])(=[O:17])[c:18]1[cH:19][cH:20][c:21]([CH3:24])[cH:22][cH:23]1.[OH:25][c:26]1[cH:27][cH:28][c:29]([CH:30]=[CH:31][C:32](=[O:33])[OH:34])[cH:35][cH:36]1>>[CH2:1]([CH:2]([CH3:3])[CH3:4])[N:5]([CH:6]([CH2:7][CH2:8][CH2:9][CH2:10][NH:11][C:32]([CH:31]=[CH:30][c:29]1[cH:28][cH:27][c:26]([OH:25])[cH:36][cH:35]1)=[O:33])[C:12](=[O:13])[OH:14])[S:15](=[O:16])(=[O:17])[c:18]1[cH:19][cH:20][c:21]([CH3:24])[cH:22][cH:23]1. Procedure: A 12 liter round bottom flask equipped with an overhead stirrer, and a distillation apparatus was flushed with nitrogen. The flask was charged with 4-chloromethyl-2-cyclopentyloxy-1-methoxybenzene (519 g, 2.15 mol, 1.0 equivalents) in a solution of toluene and t-butyl methyl ether. The reaction was concentrated under reduce pressure to a residue. To the 12 liter flask was charged DMF (1.44 kg) and sodium cyanide (142 g, 2.9 mol, 1.35 equivalents). The reaction was heated to 55° C. for 6 hours or... Conditions: temperature 55 celsius. As a reaction SMILES: Cl[CH2:2][C:3]1[CH:8]=[CH:7][C:6]([O:9][CH3:10])=[C:5]([O:11][CH:12]2[CH2:16][CH2:15][CH2:14][CH2:13]2)[CH:4]=1.[C:17]1([CH3:23])C=CC=CC=1.[C-:24]#[N:25].[Na+].C(Cl)C1C=CC=CC=1>CN(C=O)C.COC(C)(C)C>[C:24]([CH2:2][C:3]1[CH:8]=[CH:7][C:6]([O:9][CH3:10])=[C:5]([O:11][CH:12]2[CH2:16][CH2:15][CH2:14][CH2:13]2)[CH:4]=1)#[N:25].[C:17](#[N:25])[CH3:23] |f:2.3|. Product: C(#N)CC1=CC(=C(C=C1)OC)OC1CCCC1 (4-cyanomethyl-2-cyclopentyloxy-1-methoxybenzene), C(C)#N (acetonitrile). Isolated yield 92.2%. The reactants are ClCC1=CC(=C(C=C1)OC)OC1CCCC1 (4-chloromethyl-2-cyclopentyloxy-1-methoxybenzene), C1(=CC=CC=C1)C (toluene), C(C1=CC=CC=C1)Cl (benzyl chloride), [C-]#N.[Na+] (sodium cyanide). The solvent is COC(C)(C)C (t-butyl methyl ether), CN(C)C=O (DMF).